Task: describe an organic reaction: reactants, conditions, products, and yield. Dataset: the Open Reaction Database (ORD), a public repository of structured organic reaction records Reactants: CN(C)c1nc2ccccc2[nH]1, CC(C)C(=O)N1CC(Oc2nc3c(N4CCOCC4)nc(Cl)nc3n2C)C1. The product is CC(C)C(=O)N1CC(Oc2nc3c(N4CCOCC4)nc(-n4c(N(C)C)nc5ccccc54)nc3n2C)C1. As a reaction SMILES: [CH3:28][N:29]([c:30]1[n:31][c:32]2[c:33]([nH:34]1)[cH:35][cH:36][cH:37][cH:38]2)[CH3:39].[Cl:1][c:2]1[n:3][c:4]([N:22]2[CH2:23][CH2:24][O:25][CH2:26][CH2:27]2)[c:5]2[n:6][c:7]([O:12][CH:13]3[CH2:14][N:15]([C:17]([CH:18]([CH3:19])[CH3:20])=[O:21])[CH2:16]3)[n:8]([CH3:11])[c:9]2[n:10]1>>[c:2]1(-[n:31]2[c:30]([N:29]([CH3:28])[CH3:39])[n:34][c:33]3[c:32]2[cH:38][cH:37][cH:36][cH:35]3)[n:3][c:4]([N:22]2[CH2:23][CH2:24][O:25][CH2:26][CH2:27]2)[c:5]2[n:6][c:7]([O:12][CH:13]3[CH2:14][N:15]([C:17]([CH:18]([CH3:19])[CH3:20])=[O:21])[CH2:16]3)[n:8]([CH3:11])[c:9]2[n:10]1.